Task: describe an organic reaction: reactants, conditions, products, and yield. Dataset: the Open Reaction Database (ORD), a public repository of structured organic reaction records Yield: 66.8%. Conditions: temperature 25 celsius, time 24 hour. RXN SMILES: [CH3:1][C:2]1[CH:7]=[CH:6][CH:5]=[CH:4][C:3]=1[CH2:8][N:9]1[C:21]2[CH:20]=[CH:19][CH:18]=[C:17]([O:22][CH2:23][C:24]([O:26]C)=[O:25])[C:16]=2[C:15]2[C:10]1=[CH:11][CH:12]=[CH:13][C:14]=2[C:28](=[O:30])[NH2:29].[OH-].[Na+]>C(O)C>[CH3:1][C:2]1[CH:7]=[CH:6][CH:5]=[CH:4][C:3]=1[CH2:8][N:9]1[C:21]2[CH:20]=[CH:19][CH:18]=[C:17]([O:22][CH2:23][C:24]([OH:26])=[O:25])[C:16]=2[C:15]2[C:10]1=[CH:11][CH:12]=[CH:13][C:14]=2[C:28](=[O:30])[NH2:29] |f:1.2|. Yields the product CC1=C(C=CC=C1)CN1C2=CC=CC(=C2C=2C(=CC=CC12)OCC(=O)O)C(N)=O ({9-[(2-methylphenyl)methyl]-5-carbamoylcarbazol-4-yl}oxyacetic acid). Procedure: A suspension of the {9-[(2-methylphenyl)methyl]-5-carbamoylcarbazol-4-yl}oxyacetic acid, methyl ester (15.5 mg, 0.039 mM) and 0.04 mL (0.04 mM) of 1 N NaOH in 5 mL of ethanol was stirred for 24 hours at 25° C. The resultant white precipitate was collected by filtration, washed with a small amount of EtOH, then dried in vacuo to afford 10 mg (63%) of the {9-[(2-methylphenyl)methyl]-5-carbamoylcarbazol-4-yl}oxyacetic acid, sodium salt as a whitw powder. 1H NMR (DMSO-d6) δ7.55 (br s, 1H), 7.5-7.0 (... Reactants: CC1=C(C=CC=C1)CN1C2=CC=CC(=C2C=2C(=CC=CC12)OCC(=O)OC)C(N)=O ({9-[(2-methylphenyl)methyl]-5-carbamoylcarbazol-4-yl}oxyacetic acid, methyl ester), [OH-].[Na+] (NaOH). The solvent is C(C)O (ethanol). The reactants are CC(C)(C)N, C=CC(=O)OCC(CC)CCCC, C=CC(=O)OC(CC)CCCCC, CCC(=O)O, COc1ccc(N)cc1, O=N[O-], [Na+], [Na+], [OH-], O, O=S(=O)(O)O. Yields the product CCCCC(CC)COC(=O)C=Cc1ccc(OC)cc1. As a reaction SMILES: [C:24]([NH2:25])([CH3:26])([CH3:27])[CH3:28].[C:29]([CH:30]=[CH2:31])(=[O:32])[O:33][CH2:34][CH:35]([CH2:36][CH2:37][CH2:38][CH3:39])[CH2:40][CH3:41].[C:44]([O:45][CH:46]([CH2:47][CH3:48])[CH2:49][CH2:50][CH2:51][CH2:52][CH3:53])(=[O:54])[CH:55]=[CH2:56].[CH3:10][CH2:11][C:12](=[O:13])[OH:14].[CH3:1][O:2][c:3]1[cH:4][cH:5][c:6]([NH2:9])[cH:7][cH:8]1.[N:20]([O-:21])=[O:22].[Na+:23].[Na+:43].[OH-:42].[OH2:57].[S:15](=[O:16])(=[O:17])([OH:18])[OH:19]>>[CH3:1][O:2][c:3]1[cH:4][cH:5][c:6]([CH:31]=[CH:30][C:29](=[O:32])[O:33][CH2:34][CH:35]([CH2:36][CH2:37][CH2:38][CH3:39])[CH2:40][CH3:41])[cH:7][cH:8]1. Reactants: solution, C(CCC)[Li] (n-butyllithium), hexanes, IC[C@H]1CC2(O[C@H]([C@@H](O2)C2=CC=CC=C2)C2=CC=CC=C2)CC1 (7(R)-iodomethyl-2(S),3(S)-diphenyl-1,4-dioxa-spiro[4.4]nonane), CN1C(N(CCC1)C)=O (1,3-dimethyl-3,4,5,6-tetrahydro-2(1H)-pyrimidinone), ClC=1C=C(C=CC1SC)CC(=O)N(C)[C@@H]([C@@H](C1=CC=CC=C1)O)C (2-(3-chloro-4-methylsulfanyl-phenyl)-N-(2(R)-hydroxy-1 (R)-methyl-2-phenyl-ethyl)-N-methylacetamide), [Cl-].[NH4+] (ammonium chloride), C[Si](N[Si](C)(C)C)(C)C (1,1,1,3,3,3-hexamethyldisilazane), [Cl-].[NH4+] (ammonium chloride). The solvent is O1CCCC1 (tetrahydrofuran), C1(=CC=CC=C1)C (toluene), O1CCCC1 (tetrahydrofuran). Conditions: temperature -7 celsius, time 5 minute. Product: ClC=1C=C(C=CC1SC)[C@H](C(=O)N(C)[C@@H]([C@@H](C1=CC=CC=C1)O)C)C[C@H]1CC2(O[C@H]([C@@H](O2)C2=CC=CC=C2)C2=CC=CC=C2)CC1 (2(R)-(3-chloro-4-methylsulfanyl-phenyl)-3-(2(S),3 (S)-diphenyl-1,4-dioxa-spiro [4.4]non-7(S)-yl)-N-(2(R)-hydroxy-1(R)-methyl-2-phenyl-ethyl)-N-methyl-propionamide). Yield: 102.1%. RXN SMILES: C[Si](C)(C)N[Si](C)(C)C.C([Li])CCC.[Cl:15][C:16]1[CH:17]=[C:18]([CH2:24][C:25]([N:27]([C@H:29]([CH3:38])[C@H:30]([OH:37])[C:31]2[CH:36]=[CH:35][CH:34]=[CH:33][CH:32]=2)[CH3:28])=[O:26])[CH:19]=[CH:20][C:21]=1[S:22][CH3:23].I[CH2:40][C@@H:41]1[CH2:61][CH2:60][C:43]2([O:47][C@@H:46]([C:48]3[CH:53]=[CH:52][CH:51]=[CH:50][CH:49]=3)[C@H:45]([C:54]3[CH:59]=[CH:58][CH:57]=[CH:56][CH:55]=3)[O:44]2)[CH2:42]1.CN1CCCN(C)C1=O.[Cl-].[NH4+]>O1CCCC1.C1(C)C=CC=CC=1>[Cl:15][C:16]1[CH:17]=[C:18]([C@@H:24]([CH2:40][C@@H:41]2[CH2:61][CH2:60][C:43]3([O:47][C@@H:46]([C:48]4[CH:53]=[CH:52][CH:51]=[CH:50][CH:49]=4)[C@H:45]([C:54]4[CH:59]=[CH:58][CH:57]=[CH:56][CH:55]=4)[O:44]3)[CH2:42]2)[C:25]([N:27]([C@H:29]([CH3:38])[C@H:30]([OH:37])[C:31]2[CH:32]=[CH:33][CH:34]=[CH:35][CH:36]=2)[CH3:28])=[O:26])[CH:19]=[CH:20][C:21]=1[S:22][CH3:23] |f:5.6|. Reported procedure: A solution of 1,1,1,3,3,3-hexamethyldisilazane (3.18 mL, 15.05 mmol) in tetrahydrofuran (20 mL) cooled to −20° C. was treated with a 2.5M solution of n-butyllithium in hexanes (5.8 mL, 14.5 meq) over 10 min at such a rate as to keep the temperature below −15° C. The mixture was stirred for an additional 5 min. The cold reaction mixture was then treated with a solution of 2-(3-chloro-4-methylsulfanyl-phenyl)-N-(2(R)-hydroxy-1 (R)-methyl-2-phenyl-ethyl)-N-methylacetamide (prepared as in Example 30... The reactants are material, O (water), OS(=O)(=O)[O-].[Na+] (NaHSO4), [H-].[Al+3].[Li+].[H-].[H-].[H-] (lithium aluminum hydride), p-Cl-phenyl magnesium bromide, solution, ketone, ClC1=CC=C(C=C1)C1(CCC(CC1)C(=O)N1CC(CCC1)COC1=CC=C(C=C1)C(F)(F)F)O ([4-(4-Chloro-phenyl)-4-hydroxy-cyclohexyl]-[3-(4-trifluoromethyl-phenoxymethyl)-piperidin-1-yl]-methanone). Run in C1CCOC1 (THF), CCOCC (ether), CCOC(=O)C.CCCCCC (EtOAc hexane), C1CCOC1 (THF). Reaction conditions: temperature 0 celsius, time 30 minute. Yields the product ClC1=CC=C(C=C1)C1(CCC(CC1)CN1CC(CCC1)COC1=CC=C(C=C1)C(F)(F)F)O (1-(4-Chloro-phenyl)-4-[3-(4-trifluoromethyl-phenoxymethyl)-piperidin-1-ylmethyl]-cyclohexanol). As a reaction SMILES: OS([O-])(=O)=O.[Na+].O.[Cl:8][C:9]1[CH:14]=[CH:13][C:12]([C:15]2([OH:41])[CH2:20][CH2:19][CH:18]([C:21]([N:23]3[CH2:28][CH2:27][CH2:26][CH:25]([CH2:29][O:30][C:31]4[CH:36]=[CH:35][C:34]([C:37]([F:40])([F:39])[F:38])=[CH:33][CH:32]=4)[CH2:24]3)=O)[CH2:17][CH2:16]2)=[CH:11][CH:10]=1.[H-].[Al+3].[Li+].[H-].[H-].[H-]>C1COCC1.CCOC(C)=O.CCCCCC.CCOCC>[Cl:8][C:9]1[CH:14]=[CH:13][C:12]([C:15]2([OH:41])[CH2:16][CH2:17][CH:18]([CH2:21][N:23]3[CH2:28][CH2:27][CH2:26][CH:25]([CH2:29][O:30][C:31]4[CH:32]=[CH:33][C:34]([C:37]([F:38])([F:39])[F:40])=[CH:35][CH:36]=4)[CH2:24]3)[CH2:19][CH2:20]2)=[CH:11][CH:10]=1 |f:0.1,4.5.6.7.8.9,11.12|. Reported procedure: A portion of this ketone (105 mg, 0.27 mmol) amide mixture was dissolved in 2 mL of THF at 0° C. and p-Cl-phenyl magnesium bromide (0.68 mL of a 1M solution, 2.5 equivalents) was added via syringe. After 30 minutes, 2 mL of 1M NaHSO4 solution was added, followed by 15 mL of water and 15 mL of ether. Extractive workup gave, after concentration of the organic layers in vacuo and chromatography on silica gel using a EtOAc-hexane gradient column, the desired Grignard adduct [4-(4-Chloro-phenyl)-4-hy...